From a dataset of the Open Reaction Database (ORD), a public repository of structured organic reaction records. describe an organic reaction: reactants, conditions, products, and yield Reactants: N=1C=2C=CC(OC)=CC2C=CC1C. Reagents/catalysts: O1B(OC(C)(C)C1(C)C)B2OC(C)(C)C(O2)(C)C, N=1C=CC(=CC1C=2N=CC=C(C2)C(C)(C)C)C(C)(C)C, C[OH2+].C[OH2+].C1CC=CCCC=C1.C1CC=CCCC=C1.[Ir].[Ir]. The solvent is O(C)C(C)(C)C. Conditions: temperature 100 celsius, time 1.5 hour. Yields the product N=1C=2C=CC(OC)=CC2C(=CC1C)B3OC(C)(C)C(O3)(C)C. Isolated yield 76.0%. Procedure details: General  procedure A was  applied  to  2-methyl-6-methoxyquinoline  (173  mg,  1.00mmol).  Purification  by silica  gel  flash-columnchromatography  with  gradient  elution  of  MeOH/DCM  from  0.5 -12.5%  over  25 column  volumes,  affording 6-methoxy-2-methyl-4-(4,4,5,5-tetramethyl-[1,3,2-dioxaborolan-2-yl)quinolineas  an  off-white  solid  (227  mg,  76%); Reactants: Clc1nnc2cc(Br)ccc2n1, O=C([O-])[O-], CCC(C)=O, [K+], [K+], CCOC(=O)C(C)Oc1ccc(O)cc1. The product is CCOC(=O)C(C)Oc1ccc(Oc2nnc3cc(Br)ccc3n2)cc1. As a reaction SMILES: [Br:1][c:2]1[cH:3][c:4]2[c:5]([n:6][c:7]([Cl:10])[n:8][n:9]2)[cH:11][cH:12]1.[C:28](=[O:29])([O-:30])[O-:31].[CH2:34]([C:35]([CH3:36])=[O:37])[CH3:38].[K+:32].[K+:33].[OH:13][c:14]1[cH:15][cH:16][c:17]([O:18][CH:19]([C:20](=[O:21])[O:22][CH2:23][CH3:24])[CH3:25])[cH:26][cH:27]1>>[Br:1][c:2]1[cH:3][c:4]2[c:5]([n:6][c:7]([O:13][c:14]3[cH:15][cH:16][c:17]([O:18][CH:19]([C:20](=[O:21])[O:22][CH2:23][CH3:24])[CH3:25])[cH:26][cH:27]3)[n:8][n:9]2)[cH:11][cH:12]1.